From a dataset of the Open Reaction Database (ORD), a public repository of structured organic reaction records. describe an organic reaction: reactants, conditions, products, and yield Starting materials: C1(=CC=C(C=C1)S(=O)(=O)O)C (toluene-4-sulphonic acid), OC1=CC=C(C=O)C=C1 (4-hydroxybenzaldehyde), C1(=CC=C(C=C1)S(=O)(=O)O)C (toluene-4-sulphonic acid), COCOC (dimethoxymethane), 3A. Solvent: ClCCl (dichloromethane). Run at time 66 hour. Product: COCOC1=CC=C(C=O)C=C1 (4-(methoxymethoxy)benzaldehyde). Reaction SMILES: [OH:1][C:2]1[CH:9]=[CH:8][C:5]([CH:6]=[O:7])=[CH:4][CH:3]=1.C1(C)C=CC(S(O)(=O)=O)=CC=1.[CH3:21][O:22][CH2:23]OC>ClCCl>[CH3:21][O:22][CH2:23][O:1][C:2]1[CH:9]=[CH:8][C:5]([CH:6]=[O:7])=[CH:4][CH:3]=1. Reported procedure: A suspension of 4-hydroxybenzaldehyde (55 g) and toluene-4-sulphonic acid (1.0 g) was stirred at reflux in a mixture of dichloromethane (500 ml) and dimethoxymethane (250 ml) under a Soxhlet extraction apparatus containing Type 3A molecular sieve (100 g). After 2 hours' reflux the molecular sieve was replaced with a fresh batch, and more toluene-4-sulphonic acid (1.0 g) was added to the reaction mixture. After 48 hour's reflux, the molecular sieve was changed again. After 66 hours' continuous re... Reactants: N1(CCCCC1)CCNC=1N=[N+](C2=C(N1)C=CC=1CCCC12)[O-] (N-[2-(1-Piperidinyl)ethyl]-8,9-dihydro-7H-indeno[5,4-e][1,2,4]triazin-3-amine 1-Oxide), C(=O)(C(F)(F)F)O (TFA), OO (H2O2). Solvent: C(Cl)Cl (DCM), C(Cl)Cl (DCM), N (NH3). Reaction conditions: temperature 0 celsius, time 5 minute. The product is N1(CCCCC1)CCNC=1N=[N+](C2=C([N+]1[O-])C=CC=1CCCC12)[O-] (N-[2-(1-Piperidinyl)ethyl]-8,9-dihydro-7H-indeno[5,4-e][1,2,4]triazin-3-amine 1,4-Dioxide). Yield: 54.0%. Reaction SMILES: OO.[N:3]1([CH2:9][CH2:10][NH:11][C:12]2[N:13]=[N+:14]([O-:25])[C:15]3[C:24]4[CH2:23][CH2:22][CH2:21][C:20]=4[CH:19]=[CH:18][C:16]=3[N:17]=2)[CH2:8][CH2:7][CH2:6][CH2:5][CH2:4]1.C(O)(C(F)(F)F)=[O:27]>C(Cl)Cl.N>[N:3]1([CH2:9][CH2:10][NH:11][C:12]2[N:13]=[N+:14]([O-:25])[C:15]3[C:24]4[CH2:23][CH2:22][CH2:21][C:20]=4[CH:19]=[CH:18][C:16]=3[N+:17]=2[O-:27])[CH2:8][CH2:7][CH2:6][CH2:5][CH2:4]1. Procedure details: H2O2 (70%, 0.27 mL, ca. 5.4 mmol) was added dropwise to a stirred solution of TFM (0.8 mL, 5.4 mmol) in DCM (10 mL) at 0° C. The solution was stirred at 0° C. for 5 min, warmed to 20° C. for 10 min, then cooled to 0° C. and added to a stirred solution of 1-oxide 12 (170 mg, 0.5 mmol) and TFA (0.21 mL, 2.7 mmol) in DCM (15 mL) at 0° C. The solution was stirred at 20° C. for 16 h, diluted with dilute aqueous NH3 solution (10 mL) and extracted with CHCl3 (4×50 mL). The combined organic fraction was... Reactants: BrB(Br)Br, ClCCl, COc1cccc(Cc2c[nH]c3ncc(-c4ccsc4)cc23)c1, O. The product is Oc1cccc(Cc2c[nH]c3ncc(-c4ccsc4)cc23)c1. Reaction SMILES: [B:27]([Br:28])([Br:29])[Br:30].[CH2:24]([Cl:25])[Cl:26].[CH3:1][O:2][c:3]1[cH:4][c:5]([CH2:6][c:7]2[cH:8][nH:9][c:10]3[n:11][cH:12][c:13](-[c:16]4[cH:17][s:18][cH:19][cH:20]4)[cH:14][c:15]23)[cH:21][cH:22][cH:23]1.[OH2:31]>>[OH:2][c:3]1[cH:4][c:5]([CH2:6][c:7]2[cH:8][nH:9][c:10]3[n:11][cH:12][c:13](-[c:16]4[cH:17][s:18][cH:19][cH:20]4)[cH:14][c:15]23)[cH:21][cH:22][cH:23]1. Reactants: C=CC (propylene), C1(\C=C/C(=O)O1)=O (maleic anhydride), C=CC1=CC=CC=C1 (styrene), C=CC (propylene), STEEL, C(C)(C)(C)OOC(C)(C)C1=CC(=CC=C1)C(C)(C)OOC(C)(C)C (1,3-bis(t-butylperoxyisopropyl)benzene). Yields the product C1(\C=C/C(=O)O1)=O.C=CC1=CC=CC=C1 (maleic anhydride styrene), C(C(C)[*:2])[*:1] (polypropylene). RXN SMILES: C=CC.[C:4]1(=[O:10])[O:9][C:7](=[O:8])[CH:6]=[CH:5]1.[CH2:11]=[CH:12][C:13]1[CH:18]=[CH:17][CH:16]=[CH:15][CH:14]=1.C(OOC(C1C=CC=C(C(OOC(C)(C)C)(C)C)C=1)(C)C)(C)(C)C>>[C:7]1(=[O:8])[O:9][C:4](=[O:10])[CH:5]=[CH:6]1.[CH2:11]=[CH:12][C:13]1[CH:18]=[CH:17][CH:16]=[CH:15][CH:14]=1 |f:4.5|. Reported procedure: With 100 parts by weight of the starting propylene block copolymer were uniformly mixed by a Henschel mixer 1.0 part by weight of maleic anhydride, 0.5 part by weight of styrene, 0.6 part by weight of the propylene homopolymer containing as free-radical initiator 8% by weight of 1,3-bis(t-butylperoxyisopropyl)benzene (Sanperox®-TYl.3, mfd. by Sanken Kako Co., Ltd) supported thereon, and 0.1 part by weight of Irganox® 1010 (mfd. by Ciba-Geigy Ltd.) as stabilizer. The resulting mixture was melt-kn... The reactants are Cc1ccc(Br)cc1, CCOC(C)=O, [Cl-], [Cl-], Fc1ccccc1I, C1CCOC1, [Zn+2]. The product is Cc1ccc(-c2ccccc2F)cc1. Reaction SMILES: [Br:1][c:2]1[cH:3][cH:4][c:5]([CH3:8])[cH:6][cH:7]1.[CH3:22][CH2:23][O:24][C:25](=[O:26])[CH3:27].[Cl-:28].[Cl-:30].[F:9][c:10]1[c:11]([I:16])[cH:12][cH:13][cH:14][cH:15]1.[O:17]1[CH2:18][CH2:19][CH2:20][CH2:21]1.[Zn+2:29]>>[c:2]1(-[c:11]2[c:10]([F:9])[cH:15][cH:14][cH:13][cH:12]2)[cH:3][cH:4][c:5]([CH3:8])[cH:6][cH:7]1. Starting materials: CN(C)CCCCl, N#CCc1ccc(Cl)c(Cl)c1, [NH2-], [Na], O. Product: CN(C)CCCC(C#N)c1ccc(Cl)c(Cl)c1. Reaction SMILES: [Cl:14][CH2:15][CH2:16][CH2:17][N:18]([CH3:19])[CH3:20].[Cl:3][c:4]1[cH:5][c:6]([CH2:11][C:12]#[N:13])[cH:7][cH:8][c:9]1[Cl:10].[NH2-:2].[Na:1].[OH2:21]>>[Cl:3][c:4]1[cH:5][c:6]([CH:11]([C:12]#[N:13])[CH2:15][CH2:16][CH2:17][N:18]([CH3:19])[CH3:20])[cH:7][cH:8][c:9]1[Cl:10]. The reactants are CN1CCCC1=O, CS(C)=O, CO, Cc1cc2nc(NC(=O)C3CC3c3ccc(F)cc3)cc(Cl)n2n1, Cl, NC(=O)NC1CCNCC1. Product: Cc1cc2nc(NC(=O)C3CC3c3ccc(F)cc3)cc(N3CCC(NC(N)=O)CC3)n2n1. RXN SMILES: [CH3:36][N:37]1[CH2:38][CH2:39][CH2:40][C:41]1=[O:42].[CH3:43][S:44]([CH3:45])=[O:46].[CH3:47][OH:48].[Cl:1][c:2]1[cH:3][c:4]([NH:12][C:13](=[O:14])[CH:15]2[CH:16]([c:18]3[cH:19][cH:20][c:21]([F:24])[cH:22][cH:23]3)[CH2:17]2)[n:5][c:6]2[n:7]1[n:8][c:9]([CH3:11])[cH:10]2.[ClH:25].[NH:26]1[CH2:27][CH2:28][CH:29]([NH:32][C:33](=[O:34])[NH2:35])[CH2:30][CH2:31]1>>[c:2]1([N:26]2[CH2:27][CH2:28][CH:29]([NH:32][C:33](=[O:34])[NH2:35])[CH2:30][CH2:31]2)[cH:3][c:4]([NH:12][C:13](=[O:14])[CH:15]2[CH:16]([c:18]3[cH:19][cH:20][c:21]([F:24])[cH:22][cH:23]3)[CH2:17]2)[n:5][c:6]2[n:7]1[n:8][c:9]([CH3:11])[cH:10]2. Starting materials: CCOC(=O)C(C)Oc1cc(Br)cc2c1OC1CC=CC21, [Li]CCCC, C1CCOC1, CI, CN(C)P(=O)(N(C)C)N(C)C, CC(C)NC(C)C, [Cl-], [NH4+]. Product: CCOC(=O)C(C)(C)Oc1cc(Br)cc2c1OC1CC=CC21. As a reaction SMILES: [CH2:13]([CH3:14])[O:15][C:16]([CH:17]([CH3:18])[O:19][c:20]1[cH:21][c:22]([Br:32])[cH:23][c:24]2[c:28]1[O:27][CH:26]1[CH:25]2[CH:31]=[CH:30][CH2:29]1)=[O:33].[CH2:1]([Li:2])[CH2:3][CH2:4][CH3:5].[CH2:38]1[O:39][CH2:40][CH2:41][CH2:42]1.[CH3:34][I:35].[CH3:43][N:44]([CH3:45])[P:46](=[O:47])([N:48]([CH3:49])[CH3:50])[N:51]([CH3:52])[CH3:53].[CH:6]([NH:7][CH:8]([CH3:9])[CH3:10])([CH3:11])[CH3:12].[Cl-:36].[NH4+:37]>>[CH3:1][C:17]([C:16]([O:15][CH2:13][CH3:14])=[O:33])([CH3:18])[O:19][c:20]1[cH:21][c:22]([Br:32])[cH:23][c:24]2[c:28]1[O:27][CH:26]1[CH:25]2[CH:31]=[CH:30][CH2:29]1. Reactants: [Cl-].[Na+] (sodium chloride), N1N=NN=C1 (tetrazole), C([O-])([O-])=O.[K+].[K+] (potassium carbonate), ClC1=CC=C(C(C2=CC=C(C=C2)Cl)Cl)C=C1 (4,4'-dichlorobenzhydryl chloride). Solvent: CN(C=O)C (dimethylformamide). Yields the product ClC1=CC=C(C=C1)C(N1N=CN=N1)C1=CC=C(C=C1)Cl (2-[bis(4-chlorophenyl)methyl]-2H-tetrazole). Isolated yield 107.7%. Reaction SMILES: [NH:1]1[CH:5]=[N:4][N:3]=[N:2]1.C(=O)([O-])[O-].[K+].[K+].[Cl:12][C:13]1[CH:27]=[CH:26][C:16]([CH:17](Cl)[C:18]2[CH:23]=[CH:22][C:21]([Cl:24])=[CH:20][CH:19]=2)=[CH:15][CH:14]=1.[Cl-].[Na+]>CN(C)C=O>[Cl:12][C:13]1[CH:14]=[CH:15][C:16]([CH:17]([C:18]2[CH:23]=[CH:22][C:21]([Cl:24])=[CH:20][CH:19]=2)[N:2]2[N:3]=[N:4][CH:5]=[N:1]2)=[CH:26][CH:27]=1 |f:1.2.3,5.6|. Procedure: A mixture of 3.12 g of tetrazole, 26.2 g of potassium carbonate, and 10 g of 4,4'-dichlorobenzhydryl chloride from above in 150 ml of dimethylformamide was heated under a nitrogen atmosphere for 2.5 hours at 85°-90° C. and then overnight at 60°-65° C. The reaction mixture was poured into 1 liter of a saturated aqueous sodium chloride solution which was then extracted twice with 200 ml portions of ethyl acetate. The combined organic extracts were washed three times with a saturated sodium chlorid...